Task: describe an organic reaction: reactants, conditions, products, and yield. Dataset: the Open Reaction Database (ORD), a public repository of structured organic reaction records The reactants are C(=C)C=1C=C2C=CN=CC2=CC1 (6-vinylisoquinoline), CO (MeOH). Solvent: C(Cl)Cl (DCM). Conditions: temperature -78 celsius, time 8 hour. Product: C1=NC=CC2=CC(=CC=C12)C=O (isoquinoline-6-carbaldehyde). The yield is 94.0%. Reaction SMILES: [CH:1]([C:3]1[CH:4]=[C:5]2[C:10](=[CH:11][CH:12]=1)[CH:9]=[N:8][CH:7]=[CH:6]2)=C.C[OH:14]>C(Cl)Cl>[CH:9]1[C:10]2[C:5](=[CH:4][C:3]([CH:1]=[O:14])=[CH:12][CH:11]=2)[CH:6]=[CH:7][N:8]=1. Reported procedure: To a 150 mL round-bottomed flask was added 6-vinylisoquinoline (2.47 g, 16 mmol) and MeOH (35 mL)/DCM (35 mL). The resulting solution was cooled to −78° C. The reaction was ozonized until a blue color persisted, then nitrogen gas was bubbled through the solution for 15 minutes to purge the ozone. The reaction was then treated with solid sodium bicarbarbonate. (1.5 g) and dimethyl sulfide (3.2 mL, 0.2 mL/mmol of SM) and the mixture was warmed to room temperature and stirred overnight. The reactio... The solvent is O (water). Reaction SMILES: [CH2:1]([C:9]1[CH:15]=[CH:14][C:12]([NH2:13])=[CH:11][CH:10]=1)[CH2:2][CH2:3][CH2:4][CH2:5][CH2:6][CH2:7][CH3:8].Cl.[N:17]([O-])=O.[Na+].[OH-].[Na+].[C:23]1([OH:29])[CH:28]=[CH:27][CH:26]=[CH:25][CH:24]=1>O>[OH:29][C:23]1[CH:28]=[CH:27][C:26]([N:17]=[N:13][C:12]2[CH:11]=[CH:10][C:9]([CH2:1][CH2:2][CH2:3][CH2:4][CH2:5][CH2:6][CH2:7][CH3:8])=[CH:15][CH:14]=2)=[CH:25][CH:24]=1 |f:2.3,4.5|. Starting materials: N(=O)[O-].[Na+] (sodium nitrite), C(CCCCCCC)C1=CC=C(N)C=C1 (4-octylaniline), [OH-].[Na+] (NaOH), C1(=CC=CC=C1)O (phenol), Cl (hydrochloric acid), Cl (hydrochloric acid). Conditions: time 1 hour. Product: OC1=CC=C(C=C1)N=NC1=CC=C(C=C1)CCCCCCCC (4-hydroxy-4'-octylazobenzene). The yield is 58.4%. Procedure: 35 g (0.17M) of 4-octylaniline was cooled to 0° C. or below, 85 g of10% aqueous hydrochloric acid solution was added, and then a solution of 12.0 g of sodium nitrite in 68 ml of water was added. During the addition,the mixture was cooled so as not to exceed 0° C. After the addition,the mixture was allowed to react for 30 minutes, transferred into a dropping funnel and added dropwise into 170 g of an 8% NaOH aqueous solution containing 16 g of phenol held at 5° C. or below. After the addition, th... Starting materials: [C@H]12C(C=C[C@H](O1)CO2)=O (1,6-anhydro-3,4-dideoxy-β-D-glycero-hex-3-enopyranos-2-ulose), N1=CC=CC=C1.C(Cl)(Cl)(Cl)Cl (pyridine carbon tetrachloride), II (iodine), N1=CC=CC=C1.C(Cl)(Cl)(Cl)Cl (pyridine carbon tetrachloride). The solvent is C(C)(=O)OCC (ethyl acetate). Reaction conditions: time 2 hour. Product: IC=1C([C@H]2O[C@@H](C1)CO2)=O (1,6-anhydro-3,4-dideoxy-3-iodo-β-D-glycero-hex-3-enopyranos-2-ulose). The yield is 61.1%. Reaction SMILES: N1C=CC=CC=1.C(Cl)(Cl)(Cl)Cl.[I:12]I.[C@@H:14]12[O:21][CH2:20][C@@H:18]([O:19]1)[CH:17]=[CH:16][C:15]2=[O:22]>C(OCC)(=O)C>[I:12][C:16]1[C:15](=[O:22])[C@@H:14]2[O:21][CH2:20][C@H:18]([CH:17]=1)[O:19]2 |f:0.1|. Procedure details: 150 ml of a dry pyridine-carbon tetrachloride (1:1) solution containing 40 g of iodine, was gradually added at 0° C. to 150 ml of a dry pyridine-carbon tetrachloride (1:1) solution containing 5 g of 1,6-anhydro-3,4-dideoxy-β-D-glycero-hex-3-enopyranos-2-ulose (disclosed in U.S. Pat. No. 3,926,947) under an inert atmosphere of nitrogen gas. The mixture was stirred at room temperature for two hours. Then, disappearance of the starting material was confirmed by thin layer chromatography, and 200 ml... The reactants are O=C([O-])[O-], CC1(C)Cc2cccc(CCl)c2O1, CN(C)C=O, [K+], [K+], O, CN(C)C(=O)Nc1ccc(O)cc1. The product is CN(C)C(=O)Nc1ccc(OCc2cccc3c2OC(C)(C)C3)cc1. RXN SMILES: [C:32](=[O:33])([O-:34])[O-:35].[CH3:1][C:2]1([CH3:13])[O:3][c:4]2[c:5]([cH:7][cH:8][cH:9][c:10]2[CH2:11][Cl:12])[CH2:6]1.[CH3:27][N:28]([CH3:29])[CH:30]=[O:31].[K+:36].[K+:37].[OH2:38].[OH:14][c:15]1[cH:16][cH:17][c:18]([NH:21][C:22](=[O:23])[N:24]([CH3:25])[CH3:26])[cH:19][cH:20]1>>[CH3:1][C:2]1([CH3:13])[O:3][c:4]2[c:5]([cH:7][cH:8][cH:9][c:10]2[CH2:11][O:14][c:15]2[cH:16][cH:17][c:18]([NH:21][C:22](=[O:23])[N:24]([CH3:25])[CH3:26])[cH:19][cH:20]2)[CH2:6]1. The reactants are OC1=CC=C(OC(C(=O)NC)C)C=C1 ((RS)-2-(4-hydroxy-phenoxy)-N-methyl-propionamide), BrCC1=CC=C(C#N)C=C1 (4-bromomethyl-benzonitrile), C([O-])([O-])=O.[K+].[K+] (potassium carbonate). Run in CC(CC)=O (2-butanone). The product is C(#N)C1=CC=C(COC2=CC=C(OC(C(=O)NC)C)C=C2)C=C1 ((RS)-2-[4-(4-cyano-benzyloxy)-phenoxy]-N-methyl-propionamide). Reaction SMILES: [OH:1][C:2]1[CH:14]=[CH:13][C:5]([O:6][CH:7]([CH3:12])[C:8]([NH:10][CH3:11])=[O:9])=[CH:4][CH:3]=1.Br[CH2:16][C:17]1[CH:24]=[CH:23][C:20]([C:21]#[N:22])=[CH:19][CH:18]=1.C(=O)([O-])[O-].[K+].[K+]>CC(=O)CC>[C:21]([C:20]1[CH:23]=[CH:24][C:17]([CH2:16][O:1][C:2]2[CH:3]=[CH:4][C:5]([O:6][CH:7]([CH3:12])[C:8]([NH:10][CH3:11])=[O:9])=[CH:13][CH:14]=2)=[CH:18][CH:19]=1)#[N:22] |f:2.3.4|. Procedure: In analogy to the procedure described in Example 3b), the alkylation of (RS)-2-(4-hydroxy-phenoxy)-N-methyl-propionamide with 4-bromomethyl-benzonitrile in 2-butanone using potassium carbonate as the base yielded the (RS)-2-[4-(4-cyano-benzyloxy)-phenoxy]-N-methyl-propionamide as a white solid; MS: m/e=311 (M+H)+.